Dataset: the Open Reaction Database (ORD), a public repository of structured organic reaction records. Task: describe an organic reaction: reactants, conditions, products, and yield Reactants: N1C[C@@H](CC1)O ((R)-pyrrolidin-3-ol), CCN(C(C)C)C(C)C (DIEA), FC=1C=C(C=CC1)[C@@H]1N(CCC1)C=1C=CC=2N(N1)C(=CN2)C2=NC(=CC=C2)C2=NC(=NC=C2)S(=O)(=O)C ((R)-6-(2-(3-fluorophenyl)pyrrolidin-1-yl)-3-(6-(2-(methylsulfonyl)pyrimidin-4-yl)pyridin-2-yl)imidazo[1,2-b]pyridazine). The solvent is CS(=O)C (DMSO), C(Cl)Cl (CH2Cl2). Conditions: temperature 120 celsius. The product is FC=1C=C(C=CC1)[C@@H]1N(CCC1)C=1C=CC=2N(N1)C(=CN2)C2=CC=CC(=N2)C2=NC(=NC=C2)N2C[C@@H](CC2)O ((R)-1-(4-(6-(6-((R)-2-(3-fluorophenyl)pyrrolidin-1-yl)imidazo[1,2-b]pyridazin-3-yl)pyridin-2-yl)pyrimidin-2-yl)pyrrolidin-3-ol). Reaction SMILES: [NH:1]1[CH2:5][CH2:4][C@@H:3]([OH:6])[CH2:2]1.CCN(C(C)C)C(C)C.[F:16][C:17]1[CH:18]=[C:19]([C@H:23]2[CH2:27][CH2:26][CH2:25][N:24]2[C:28]2[CH:29]=[CH:30][C:31]3[N:32]([C:34]([C:37]4[CH:42]=[CH:41][CH:40]=[C:39]([C:43]5[CH:48]=[CH:47][N:46]=[C:45](S(C)(=O)=O)[N:44]=5)[N:38]=4)=[CH:35][N:36]=3)[N:33]=2)[CH:20]=[CH:21][CH:22]=1>CS(C)=O.C(Cl)Cl>[F:16][C:17]1[CH:18]=[C:19]([C@H:23]2[CH2:27][CH2:26][CH2:25][N:24]2[C:28]2[CH:29]=[CH:30][C:31]3[N:32]([C:34]([C:37]4[N:38]=[C:39]([C:43]5[CH:48]=[CH:47][N:46]=[C:45]([N:1]6[CH2:5][CH2:4][C@@H:3]([OH:6])[CH2:2]6)[N:44]=5)[CH:40]=[CH:41][CH:42]=4)=[CH:35][N:36]=3)[N:33]=2)[CH:20]=[CH:21][CH:22]=1. Reported procedure: In step 14-3, (R)-pyrrolidin-3-ol (136 mg, 1.56 mmol) and DIEA (453 uL, 2.6 mmol) were added to a solution of (R)-6-(2-(3-fluorophenyl)pyrrolidin-1-yl)-3-(6-(2-(methylsulfonyl)pyrimidin-4-yl)pyridin-2-yl)imidazo[1,2-b]pyridazine (14-3) (268 mg, 0.52 mmol) in DMSO (3 mL). The mixture was heated to 120° C. for 1 hour. The mixture was diluted with CH2Cl2, washed with H2O and brine, dried over Na2SO4, filtered and concentrated. The mixture was purified by column chromatography (silica gel, CH2Cl2/CH... Starting materials: [H-].[H-].[H-].[H-].[Li+].[Al+3] (LiAlH4), C1(=CC=CC=C1)CCCCCCC(=O)O (7-phenylheptanoic acid), O (H2O), [OH-].[K+] (KOH), O (H2O). The solvent is CCOCC (Et2O), CCOCC (Et2O). Run at temperature 0 celsius, time 1 hour. Product: C1(=CC=CC=C1)CCCCCCCO (7-phenylheptan-1-ol). Isolated yield 89.9%. Reaction SMILES: [H-].[H-].[H-].[H-].[Li+].[Al+3].[C:7]1([CH2:13][CH2:14][CH2:15][CH2:16][CH2:17][CH2:18][C:19](O)=[O:20])[CH:12]=[CH:11][CH:10]=[CH:9][CH:8]=1.O.[OH-].[K+]>CCOCC>[C:7]1([CH2:13][CH2:14][CH2:15][CH2:16][CH2:17][CH2:18][CH2:19][OH:20])[CH:12]=[CH:11][CH:10]=[CH:9][CH:8]=1 |f:0.1.2.3.4.5,8.9|. Reported procedure: Under nitrogen atmosphere, at 0° C., to a stirring mixture of LiAlH4 (0.51 g, 13.57 mmol) in dry Et2O (35 mL), 7-phenylheptanoic acid (0.7 g, 3.39 mmol) in dry Et2O (5 mL) was dropwise added. The mixture was left to react at rt for 4 h, then at 0° C. H2O (0.51 mL), 3M KOH solution (0.51 mL) and H2O (1.70 mL) were very slowly added. The mixture was stirred for 1 h at 0° C., filtered to remove the solid residue, and the organic phase dried over Na2SO4. The organic solution was again filtered and c... Procedure: The title compound was prepared according to the procedure described in step 3 of Example 1 from methyl 4-[(1S)-1-aminoethyl]benzoate hydrochloride (step 3 of Example 5) and 5-chloro-2-(2,4-difluorophenoxy)benzoic acid (step 2): 1H-NMR (CDCl3) δ 8.16 (1H, d, J=2.6 Hz), 7.98 (2H, d, J=8.1 Hz), 7.80–7.70 (1H, m), 7.39 (2H, d, J=8.1 Hz), 7.34 (1H, dd, J=8.9, 2.6 Hz), 7.14–6.87 (3H, m), 6.73 (1H, d, J=8.9 Hz), 5.45–5.27 (1H, m), 3.90 (3H, s), 1.55 (3H, d, J=6.9 Hz); MS (ESI) m/z 446 (M+H)+, 444 (M−H... Reaction SMILES: Cl.[NH2:2][C@H:3]([C:5]1[CH:14]=[CH:13][C:8]([C:9]([O:11][CH3:12])=[O:10])=[CH:7][CH:6]=1)[CH3:4].[Cl:15][C:16]1[CH:17]=[CH:18][C:19]([O:25][C:26]2[CH:31]=[CH:30][C:29]([F:32])=[CH:28][C:27]=2[F:33])=[C:20]([CH:24]=1)[C:21](O)=[O:22]>>[Cl:15][C:16]1[CH:17]=[CH:18][C:19]([O:25][C:26]2[CH:31]=[CH:30][C:29]([F:32])=[CH:28][C:27]=2[F:33])=[C:20]([CH:24]=1)[C:21]([NH:2][C@H:3]([C:5]1[CH:14]=[CH:13][C:8]([C:9]([O:11][CH3:12])=[O:10])=[CH:7][CH:6]=1)[CH3:4])=[O:22] |f:0.1|. Product: ClC=1C=CC(=C(C(=O)N[C@@H](C)C2=CC=C(C(=O)OC)C=C2)C1)OC1=C(C=C(C=C1)F)F (Methyl 4-((1S)-1-{[5-chloro-2-(2,4-difluorophenoxy)benzoyl]amino}ethyl)benzoate). Reactants: Cl.N[C@@H](C)C1=CC=C(C(=O)OC)C=C1 (Methyl 4-[(1S)-1-aminoethyl]benzoate hydrochloride), ClC=1C=CC(=C(C(=O)O)C1)OC1=C(C=C(C=C1)F)F (5-Chloro-2-(2,4-difluorophenoxy)benzoic acid). Reactants: ON=C1CCCCCCCCCCC1, C1CCCCCCCCCCC1, CC(=O)O, O=[N+]([O-])C1CCCCCCCCCCC1, CCCCON=O, [Na+], [OH-], O=C1c2ccccc2C(=O)N1O, O=S(=O)(O)O. The product is O=C1CCCCCCCCCCC1. Reaction SMILES: [C:39]1(=[N:40][OH:41])[CH2:42][CH2:43][CH2:44][CH2:45][CH2:46][CH2:47][CH2:48][CH2:49][CH2:50][CH2:51][CH2:52]1.[CH2:1]1[CH2:2][CH2:3][CH2:4][CH2:5][CH2:6][CH2:7][CH2:8][CH2:9][CH2:10][CH2:11][CH2:12]1.[CH3:68][C:69](=[O:70])[OH:71].[N+:53]([CH:54]1[CH2:55][CH2:56][CH2:57][CH2:58][CH2:59][CH2:60][CH2:61][CH2:62][CH2:63][CH2:64][CH2:65]1)([O-:66])=[O:67].[N:25]([O:26][CH2:27][CH2:28][CH2:29][CH3:30])=[O:31].[Na+:38].[OH-:37].[OH:13][N:14]1[C:15](=[O:16])[c:17]2[cH:18][cH:19][cH:20][cH:21][c:22]2[C:23]1=[O:24].[S:32](=[O:33])(=[O:34])([OH:35])[OH:36]>>[C:1]1(=[O:13])[CH2:2][CH2:3][CH2:4][CH2:5][CH2:6][CH2:7][CH2:8][CH2:9][CH2:10][CH2:11][CH2:12]1. The reactants are BrC1=NC=C(C=C1)Br (2,5-dibromopyridine), C(C1=CC=CC=C1)(=O)C1=CC=C(C=C1)B(O)O (4-benzoylphenylboronic acid), C([O-])([O-])=O.[Na+].[Na+] (sodium carbonate). The reagents and catalysts are C=1C=CC(=CC1)[P](C=2C=CC=CC2)(C=3C=CC=CC3)[Pd]([P](C=4C=CC=CC4)(C=5C=CC=CC5)C=6C=CC=CC6)([P](C=7C=CC=CC7)(C=8C=CC=CC8)C=9C=CC=CC9)[P](C=1C=CC=CC1)(C=1C=CC=CC1)C=1C=CC=CC1 (tetrakis(triphenylphosphine)palladium(0)). Run in C1(=CC=CC=C1)C (toluene). Reaction conditions: temperature 90 celsius, time 8 hour. The product is C(C1=CC=CC=C1)(=O)C1=CC=C(C=C1)C1=NC=C(C=C1)Br (2-(4′-benzoylphenyl)-5-bromopyridine). Yield: 13.4%. Reaction SMILES: Br[C:2]1[CH:7]=[CH:6][C:5]([Br:8])=[CH:4][N:3]=1.[C:9]([C:17]1[CH:22]=[CH:21][C:20](B(O)O)=[CH:19][CH:18]=1)(=[O:16])[C:10]1[CH:15]=[CH:14][CH:13]=[CH:12][CH:11]=1.C(=O)([O-])[O-].[Na+].[Na+]>C1C=CC([P]([Pd]([P](C2C=CC=CC=2)(C2C=CC=CC=2)C2C=CC=CC=2)([P](C2C=CC=CC=2)(C2C=CC=CC=2)C2C=CC=CC=2)[P](C2C=CC=CC=2)(C2C=CC=CC=2)C2C=CC=CC=2)(C2C=CC=CC=2)C2C=CC=CC=2)=CC=1.C1(C)C=CC=CC=1>[C:9]([C:17]1[CH:22]=[CH:21][C:20]([C:2]2[CH:7]=[CH:6][C:5]([Br:8])=[CH:4][N:3]=2)=[CH:19][CH:18]=1)(=[O:16])[C:10]1[CH:15]=[CH:14][CH:13]=[CH:12][CH:11]=1 |f:2.3.4,^1:35,37,56,75|. Procedure: 2,5-dibromopyridine (15.85 g, 66.0 mmol) was weighed into a reaction vessel in an argon stream and prepared into a solution by the addition of toluene (300 mL). 4-benzoylphenylboronic acid (18.86 g, 83.0 mmol), tetrakis(triphenylphosphine)palladium(0) (3.05 g, 2.6 mmol) and a 1.41 M aqueous sodium carbonate solution (100 mL) were added thereto, and the mixture was stirred at 90° C. for 8 hours. From the obtained reaction mixture, the solid was collected by filtration. This solid was washed with ... Reactants: C1(=CC=CC=C1)C1CC(=NO1)C(=O)OCC (Ethyl 5-phenyl-4,5-dihydroisoxazole-3-carboxylate). Solvent: [OH-].[Na+] (sodium hydroxide), O1CCOCC1 (dioxane). Run at time 8 hour. Yields the product C1(=CC=CC=C1)C1CC(=NO1)C(=O)O (5-phenyl-4,5-dihydroisoxazole-3-carboxylic acid). Reaction SMILES: [C:1]1([CH:7]2[O:11][N:10]=[C:9]([C:12]([O:14]CC)=[O:13])[CH2:8]2)[CH:6]=[CH:5][CH:4]=[CH:3][CH:2]=1>[OH-].[Na+].O1CCOCC1>[C:1]1([CH:7]2[O:11][N:10]=[C:9]([C:12]([OH:14])=[O:13])[CH2:8]2)[CH:2]=[CH:3][CH:4]=[CH:5][CH:6]=1 |f:1.2|. Procedure details: Ethyl 5-phenyl-4,5-dihydroisoxazole-3-carboxylate (0.1 g; 0.4 mmol) was dissolved in a mixture of sodium hydroxide (5 mL, 1M, water) and dioxane (2 mL). The reaction mixture was stirred vigorously at room temperature overnight and concentrated under reduced pressure. The resulting solution was acidified and extracted with ethyl acetate, dried and concentrated under reduced pressure, the crude material was used without further purification. The product is residue ( 5.79 ), CC1C=2N(CCN1)C=CC2 (1,2,3,4-TETRAHYDRO-1-METHYLPYRROLO(1,2-a)PYRAZINE). As a reaction SMILES: [N:1]1([CH2:6][CH2:7][NH:8][C:9](=O)[CH3:10])[CH:5]=[CH:4][CH:3]=[CH:2]1.P(Cl)(Cl)(Cl)=O>>[CH3:10][CH:9]1[NH:8][CH2:7][CH2:6][N:1]2[CH:5]=[CH:4][CH:3]=[C:2]12. Reported procedure: The solid N-[2-(1H-pyrrol-1-yl)ethyl]acetamide (8 g, described in Example 1) is added cautiously in small portions into phosphorus oxychloride (45 ml) upon stirring. The mixture is refluxed for 60 min, and evaporated under reduced pressure (1 mm Hg). The residue is dissolved in 600 ml of methanol, filtered, and diluted with 60 ml of water. Sodium borohydride (8 g) is then added over 40 min at 25° C. The reaction mixture is stirred overnight, concentrated in vacuo, rendered basic with 10% ammoniu... Starting materials: N1(C=CC=C1)CCNC(C)=O (N-[2-(1H-pyrrol-1-yl)ethyl]acetamide), P(=O)(Cl)(Cl)Cl (phosphorus oxychloride). Reactants: Cc1ccccc1, NCc1ccccc1, Cc1ccc(S(=O)(=O)OCC2CC(OS(=O)(=O)c3ccc(C)cc3)CN2S(=O)(=O)c2ccc(C)cc2)cc1. Product: Cc1ccc(S(=O)(=O)N2CC3CC2CN3Cc2ccccc2)cc1. RXN SMILES: [CH3:47][c:48]1[cH:49][cH:50][cH:51][cH:52][cH:53]1.[NH2:39][CH2:40][c:41]1[cH:42][cH:43][cH:44][cH:45][cH:46]1.[c:1]1([CH3:38])[cH:2][cH:3][c:4]([S:7](=[O:8])(=[O:9])[N:10]2[CH:11]([CH2:26][O:27][S:28]([c:29]3[cH:30][cH:31][c:32]([CH3:33])[cH:34][cH:35]3)(=[O:36])=[O:37])[CH2:12][CH:13]([O:15][S:16]([c:17]3[cH:18][cH:19][c:20]([CH3:21])[cH:22][cH:23]3)(=[O:24])=[O:25])[CH2:14]2)[cH:5][cH:6]1>>[c:1]1([CH3:38])[cH:2][cH:3][c:4]([S:7](=[O:8])(=[O:9])[N:10]2[CH:11]3[CH2:12][CH:13]([CH2:14]2)[N:39]([CH2:40][c:41]2[cH:42][cH:43][cH:44][cH:45][cH:46]2)[CH2:26]3)[cH:5][cH:6]1. The reactants are CN(CC1CC(n2ccc3c(NC4CCc5ccccc54)ncnc32)CC1O[Si](C)(C)C(C)(C)C)S(N)(=O)=O, CCO, Cl, C1CCOC1, O. The product is CN(CC1CC(n2ccc3c(NC4CCc5ccccc54)ncnc32)CC1O)S(N)(=O)=O. As a reaction SMILES: [C:1]([Si:2]([CH3:3])([CH3:4])[O:6][CH:7]1[CH:8]([CH2:31][N:32]([S:33](=[O:34])(=[O:35])[NH2:36])[CH3:37])[CH2:9][CH:10]([n:12]2[cH:13][cH:14][c:15]3[c:16]2[n:17][cH:18][n:19][c:20]3[NH:21][CH:22]2[CH2:23][CH2:24][c:25]3[cH:26][cH:27][cH:28][cH:29][c:30]32)[CH2:11]1)([CH3:5])([CH3:38])[CH3:39].[CH3:40][CH2:41][OH:42].[ClH:43].[O:44]1[CH2:45][CH2:46][CH2:47][CH2:48]1.[OH2:49]>>[OH:6][CH:7]1[CH:8]([CH2:31][N:32]([S:33](=[O:34])(=[O:35])[NH2:36])[CH3:37])[CH2:9][CH:10]([n:12]2[cH:13][cH:14][c:15]3[c:16]2[n:17][cH:18][n:19][c:20]3[NH:21][CH:22]2[CH2:23][CH2:24][c:25]3[cH:26][cH:27][cH:28][cH:29][c:30]32)[CH2:11]1. The reactants are C(C)=O (acetaldehyde), [NH4+].[Cl-] (NH4Cl), [Li]CCCC (n-BuLi), solution, C[C@H](COC1OCCCC1)CC#C ((RS)-2-{[(S)-2-methylpent-4-in-1-yl]oxy}-3,4,5,6-tetrahydro-2H-pyrane). Solvent: C1CCOC1 (THF), COC(C)(C)C (MTBE), CCCCCC (hexane), C1CCOC1 (THF). Reaction conditions: time 30 minute. The product is C[C@@H](CC#CC(C)O)COC1OCCCC1 ((2RS,6S)-6-Methyl-7-[(RS)-(3,4,5,6-tetrahydro-2H-pyran-2-yl)oxy]hept-3-in-2-ol). The yield is 100.0%. Reaction SMILES: [Li]CCCC.[CH3:6][C@@H:7]([CH2:16][C:17]#[CH:18])[CH2:8][O:9][CH:10]1[CH2:15][CH2:14][CH2:13][CH2:12][O:11]1.[CH:19](=[O:21])[CH3:20].[NH4+].[Cl-]>CCCCCC.C1COCC1.COC(C)(C)C>[CH3:6][C@H:7]([CH2:8][O:9][CH:10]1[CH2:15][CH2:14][CH2:13][CH2:12][O:11]1)[CH2:16][C:17]#[C:18][CH:19]([OH:21])[CH3:20] |f:3.4|. Reported procedure: 2450 ml n-BuLi solution, 1.6 M, in hexane is added dropwise to a 650 g solution (3.566 mol) of (RS)-2-{[(S)-2-methylpent-4-in-1-yl]oxy}-3,4,5,6-tetrahydro-2H-pyrane (prepared in accordance with Ireland, Robert E. et al., Tetrahedron, 1997, 53, 39, 13221-13256.) in 325 ml of THF at −10° C. A solution of 310 g acetaldehyde in 1200 ml THF is then added dropwise. After 30 min., 3250 ml MTBE (methyl-tert.butylether) is added and 3250 ml 10% aq NH4Cl is added and further stirred for 10 min. The organi...